Dataset: the Open Reaction Database (ORD), a public repository of structured organic reaction records. Task: describe an organic reaction: reactants, conditions, products, and yield Yields the product CN1C(=O)CCC2(C)c3ccc(-c4cccc(NC(c5ccccc5)c5ccccc5)c4)cc3CCC12. RXN SMILES: [C:25]([c:26]1[cH:27][cH:28][cH:29][cH:30][cH:31]1)([c:32]1[cH:33][cH:34][cH:35][cH:36][cH:37]1)=[NH:38].[C:40]([BH3-:41])#[N:42].[CH3:1][N:2]1[C:3](=[O:24])[CH2:4][CH2:5][C:6]2([CH3:23])[c:7]3[c:8]([cH:12][c:13](-[c:16]4[cH:17][c:18]([NH2:22])[cH:19][cH:20][cH:21]4)[cH:14][cH:15]3)[CH2:9][CH2:10][CH:11]12.[CH3:47][CH2:48][O:49][C:50](=[O:51])[CH3:52].[CH3:53][C:54](=[O:55])[OH:56].[CH3:57][OH:58].[Cl:44][CH2:45][Cl:46].[ClH:39].[Na+:43]>>[CH3:1][N:2]1[C:3](=[O:24])[CH2:4][CH2:5][C:6]2([CH3:23])[c:7]3[c:8]([cH:12][c:13](-[c:16]4[cH:17][c:18]([NH:22][CH:25]([c:26]5[cH:27][cH:28][cH:29][cH:30][cH:31]5)[c:32]5[cH:33][cH:34][cH:35][cH:36][cH:37]5)[cH:19][cH:20][cH:21]4)[cH:14][cH:15]3)[CH2:9][CH2:10][CH:11]12. The reactants are N=C(c1ccccc1)c1ccccc1, [BH3-]C#N, CN1C(=O)CCC2(C)c3ccc(-c4cccc(N)c4)cc3CCC12, CCOC(C)=O, CC(=O)O, CO, ClCCl, Cl, [Na+]. Starting materials: [Na] (sodium), Cl.C(CCCC)(=N)N (valeramidine hydrochloride), ClC=1C=C(C=CC1)N=C=O (3-chlorophenyl isocyanate). Run in CC(=O)C (acetone), CC(=O)C (acetone). Product: ClC=1C=C(C=CC1)NC(=O)NC(CCCC)=N (1-(3-Chlorophenyl)-3-(pentanimidoyl)urea). RXN SMILES: [Na].Cl.[C:3]([NH2:9])(=[NH:8])[CH2:4][CH2:5][CH2:6][CH3:7].[Cl:10][C:11]1[CH:12]=[C:13]([N:17]=[C:18]=[O:19])[CH:14]=[CH:15][CH:16]=1>CC(C)=O>[Cl:10][C:11]1[CH:12]=[C:13]([NH:17][C:18]([NH:8][C:3](=[NH:9])[CH2:4][CH2:5][CH2:6][CH3:7])=[O:19])[CH:14]=[CH:15][CH:16]=1 |f:1.2,^1:0|. Procedure: Following a procedure similar to that described in Example 1 but using 6.9 g. sodium in 300 ml. dry acetone, 41.1 g. valeramidine hydrochloride, and 46.2 g. 3-chlorophenyl isocyanate in 200 ml. dry acetone, there was obtained after recrystallization from acetone 27.1 g. of tjhe hydrochloride of 1-(3-chlorophenyl)-3-(pentanimidoyl)urea; m.p. 135°-137°C. The reactants are S(=O)(Cl)Cl (thionyl chloride), C(C)N1C(N(C=2N=C(NC2C1=O)C1=CC=C(C=C1)S(=O)(=O)O)CC)=O (4-(1,3-diethyl-2,3,6,7-tetrahydro-2,6-dioxo-1H-purin-8-yl)benzenesulfonic acid), CN(C)CCN (unsym dimethylethylenediamine). Solvent: CN(C=O)C (N,N-dimethylformamide). Reaction conditions: time 1 hour. The product is C(C)N1C(N(C=2N=C(NC2C1=O)C1=CC=C(C=C1)S(=O)(=O)NCCN(C)C)CC)=O (4-(1,3-diethyl-2,3,6,7-tetrahydro-2,6-dioxo-1H-purin-8-yl)-N-[2-(dimethylamino)ethyl]benzene-sulfonamide). Yield: 71.1%. As a reaction SMILES: [CH2:1]([N:3]1[C:11](=[O:12])[C:10]2[NH:9][C:8]([C:13]3[CH:18]=[CH:17][C:16]([S:19]([OH:22])(=[O:21])=O)=[CH:15][CH:14]=3)=[N:7][C:6]=2[N:5]([CH2:23][CH3:24])[C:4]1=[O:25])[CH3:2].S(Cl)(Cl)=O.[CH3:30][N:31]([CH2:33][CH2:34][NH2:35])[CH3:32]>CN(C)C=O>[CH2:1]([N:3]1[C:11](=[O:12])[C:10]2[NH:9][C:8]([C:13]3[CH:14]=[CH:15][C:16]([S:19]([NH:35][CH2:34][CH2:33][N:31]([CH3:32])[CH3:30])(=[O:21])=[O:22])=[CH:17][CH:18]=3)=[N:7][C:6]=2[N:5]([CH2:23][CH3:24])[C:4]1=[O:25])[CH3:2]. Procedure details: A mixture of 4-(1,3-diethyl-2,3,6,7-tetrahydro-2,6-dioxo-1H-purin-8-yl)benzenesulfonic acid, (7.0 g, 0.019 moles) and N,N-dimethylformamide (125 ml) is cooled to 0°, and treated with thionyl chloride (4.6 g, 0.038 moles). When the addition is complete, the reaction mixture is permitted to warm to ambient temperature, and stirred vigorously for one hour. The resulting slurry is cooled to 0°, and treated with unsym dimethylethylenediamine (8.8 g, 0.10 mole) and allowed to warm to ambient temperatu...